From a dataset of the Open Reaction Database (ORD), a public repository of structured organic reaction records. describe an organic reaction: reactants, conditions, products, and yield The reactants are ClC1=NC=CC2=CC(=CC=C12)NC(=O)OCC (1-chloro-6-ethoxycarbonylaminoisoquinoline), C[O-].[Na+] (sodium methoxide), [Cl-].[NH4+] (ammonium chloride). Run in CS(=O)C (dimethyl sulfoxide). Reaction conditions: temperature 110 celsius, time 1.5 hour. Yields the product COC1=NC=CC2=CC(=CC=C12)NC(=O)OC (1-Methoxy-6-methoxycarbonylaminoisoquinoline). Isolated yield 84.0%. RXN SMILES: Cl[C:2]1[C:11]2[C:6](=[CH:7][C:8]([NH:12][C:13]([O:15][CH2:16]C)=[O:14])=[CH:9][CH:10]=2)[CH:5]=[CH:4][N:3]=1.[CH3:18][O-:19].[Na+].[Cl-].[NH4+]>CS(C)=O>[CH3:18][O:19][C:2]1[C:11]2[C:6](=[CH:7][C:8]([NH:12][C:13]([O:15][CH3:16])=[O:14])=[CH:9][CH:10]=2)[CH:5]=[CH:4][N:3]=1 |f:1.2,3.4|. Procedure details: In dimethyl sulfoxide (45 ml) was dissolved 2.27 g of 1-chloro-6-ethoxycarbonylaminoisoquinoline (Preparation Example 41). To the mixture was added 28% sodium methoxide solution (8.7 ml), followed by heating under stirring at 110° C. for 1.5 hours. After cooling to room temperature as it was, an aqueous saturated ammonium chloride was added thereto and the mixture was extracted with ethyl acetate. The extract was washed with brine, dried over anhydrous magnesium sulfate and the solvent was evapo...